Dataset: the Open Reaction Database (ORD), a public repository of structured organic reaction records. Task: describe an organic reaction: reactants, conditions, products, and yield Starting materials: C(C)O (ethanol), C([C@@H]1[C@H]([C@@H]([C@H](C(N1)O)O)O)O)O (nojirimycin), C=O (formalin). The reagents and catalysts are [Pd] (palladium on carbon). The solvent is O (water). Product: CN1C[C@@H]([C@H]([C@@H]([C@H]1CO)O)O)O (N-methyl moranoline). Isolated yield 81.0%. RXN SMILES: [CH2:1]([OH:12])[C@H:2]1[NH:7][CH:6](O)[C@H:5]([OH:9])[C@@H:4]([OH:10])[C@@H:3]1[OH:11].[CH2:13](O)C.C=O>O.[Pd]>[CH3:13][N:7]1[C@H:2]([CH2:1][OH:12])[C@@H:3]([OH:11])[C@H:4]([OH:10])[C@@H:5]([OH:9])[CH2:6]1. Reported procedure: 179 mg of nojirimycin is dissolved in 20 ml of a 50% water-containing ethanol, followed by adding 1 ml of formalin, adding 100 mg of palladium on carbon catalyst and carrying out a catalytic reduction at ordinary temperature and under atmospheric pressure. The subsequent treatments are carried out in the same manner as in Example 2 to obtain 144 mg (81%) of N-methyl moranoline. Reactants: CCCc1ccnc2c(=O)[nH]c(-c3cc(S(=O)(=O)N4CCC(C(=O)OCC)CC4)ccc3OCC)nc12, CCO, [K+], [OH-]. Yields the product CCCc1ccnc2c(=O)[nH]c(-c3cc(S(=O)(=O)N4CCC(C(=O)O)CC4)ccc3OCC)nc12. RXN SMILES: [CH2:1]([CH3:2])[O:3][c:4]1[c:5](-[c:24]2[nH:25][c:26](=[O:37])[c:27]3[c:28]([n:29]2)[c:30]([CH2:34][CH2:35][CH3:36])[cH:31][cH:32][n:33]3)[cH:6][c:7]([S:10](=[O:11])(=[O:12])[N:13]2[CH2:14][CH2:15][CH:16]([C:19](=[O:20])[O:21][CH2:22][CH3:23])[CH2:17][CH2:18]2)[cH:8][cH:9]1.[CH3:40][CH2:41][OH:42].[K+:39].[OH-:38]>>[CH2:1]([CH3:2])[O:3][c:4]1[c:5](-[c:24]2[nH:25][c:26](=[O:37])[c:27]3[c:28]([n:29]2)[c:30]([CH2:34][CH2:35][CH3:36])[cH:31][cH:32][n:33]3)[cH:6][c:7]([S:10](=[O:11])(=[O:12])[N:13]2[CH2:14][CH2:15][CH:16]([C:19](=[O:20])[OH:21])[CH2:17][CH2:18]2)[cH:8][cH:9]1.